This data is from the Open Reaction Database (ORD), a public repository of structured organic reaction records. The task is: describe an organic reaction: reactants, conditions, products, and yield Reactants: BrCC(=O)[C@H]1N(C[C@@H](C1)OS(=O)(=O)C)C(=O)OCC1=CC=C(C=C1)[N+](=O)[O-] ((2S, 4R) -2-bromoacetyl-4-methanesulfonyloxy-1- (4-nitrobenzyloxycarbonyl)pyrrolidine), C(C)(=O)OCC (ethyl acetate), C(C)(=S)N (thioacetamide). Solvent: CO (methanol), ClCCl (dichloromethane). Reaction conditions: time 4 hour. The product is CS(=O)(=O)O[C@@H]1C[C@H](N(C1)C(=O)OCC1=CC=C(C=C1)[N+](=O)[O-])C=1N=C(SC1)C ((2S, 4R)-4-methanesulfonyloxy-2-(2-methylthiazol-4-yl)-1- (4-nitrobenzyloxycarbonyl)pyrrolidine). The yield is 74.2%. As a reaction SMILES: Br[CH2:2][C:3]([C@@H:5]1[CH2:9][C@@H:8]([O:10][S:11]([CH3:14])(=[O:13])=[O:12])[CH2:7][N:6]1[C:15]([O:17][CH2:18][C:19]1[CH:24]=[CH:23][C:22]([N+:25]([O-:27])=[O:26])=[CH:21][CH:20]=1)=[O:16])=O.[C:28]([NH2:31])(=[S:30])[CH3:29].C(OCC)(=O)C>CO.ClCCl>[CH3:14][S:11]([O:10][C@H:8]1[CH2:7][N:6]([C:15]([O:17][CH2:18][C:19]2[CH:24]=[CH:23][C:22]([N+:25]([O-:27])=[O:26])=[CH:21][CH:20]=2)=[O:16])[C@H:5]([C:3]2[N:31]=[C:28]([CH3:29])[S:30][CH:2]=2)[CH2:9]1)(=[O:12])=[O:13]. Reported procedure: To a solution of (2S, 4R) -2-bromoacetyl-4-methanesulfonyloxy-1- (4-nitrobenzyloxycarbonyl)pyrrolidine (1.15 g) in a mixture of methanol (20 ml) and dichloromethane (15 ml) was added thioacetamide (308 mg) at room temperature. After stirring at the same temperature for 4 hours, the mixture was poured into ethyl acetate and washed in turn with saturated aqueous sodium bicarbonate and brine. The dried organic layer was evaporated and the resulting oil was subjected to a column chromatography on si... The reactants are C(C)N(C(=O)NC1=NOC(=C1)C(C)(C)C)CCCC (1-ethyl-1-butyl-3-(5-t-butyl-3-isoxazolyl)urea), CI (methyl iodide). Product: C(C)N(C(=O)N(C1=NOC(=C1)C(C)(C)C)C)CCCC (1-ethyl-1-butyl-3-methyl-3-(5-t-butyl-3-isoxazolyl)urea). Reaction SMILES: [CH2:1]([N:3]([CH2:16][CH2:17][CH2:18][CH3:19])[C:4]([NH:6][C:7]1[CH:11]=[C:10]([C:12]([CH3:15])([CH3:14])[CH3:13])[O:9][N:8]=1)=[O:5])[CH3:2].[CH3:20]I>>[CH2:1]([N:3]([CH2:16][CH2:17][CH2:18][CH3:19])[C:4]([N:6]([CH3:20])[C:7]1[CH:11]=[C:10]([C:12]([CH3:13])([CH3:15])[CH3:14])[O:9][N:8]=1)=[O:5])[CH3:2]. Reported procedure: The reaction is effected as in Example 171 by using 1-ethyl-1-butyl-3-(5-t-butyl-3-isoxazolyl)urea and methyl iodide to give 1-ethyl-1-butyl-3-methyl-3-(5-t-butyl-3-isoxazolyl)urea as an oil boiling at 140° to 145° C (bath temperature)/0.67 mm Hg. Product: FC(C(C(=O)OCCl)C(F)(F)F)(F)F (monochloromethyl 2-trifluoromethyl-3,3,3-trifluoropropanoate). Procedure details: In a four necked 1 liter flask equipped with a thermometer, a condenser and a stirrer, 1-chloromethoxy-1,1-difluoro-2-trifluoromethyl-3,3,3-trifluoropropane (276.6 g, 1.04 mol), silicon dioxide and fluorosulfuric acid (70.0 g, 0.70 mol) were charged. The reaction was continued at 110° C. for 21 hours. Then, the reaction mixture was distilled to give monochloromethyl 2-trifluoromethyl-3,3,3-trifluoropropanoate (190.3 g). Starting materials: ClCOC(C(C(F)(F)F)C(F)(F)F)(F)F (1-chloromethoxy-1,1-difluoro-2-trifluoromethyl-3,3,3-trifluoropropane), [Si](=O)=O (silicon dioxide), S(O)(=O)(=O)F (fluorosulfuric acid). Reaction SMILES: [Cl:1][CH2:2][O:3][C:4](F)(F)[CH:5]([C:10]([F:13])([F:12])[F:11])[C:6]([F:9])([F:8])[F:7].[Si](=O)=[O:17].S(F)(=O)(=O)O>>[F:7][C:6]([F:9])([F:8])[CH:5]([C:10]([F:13])([F:12])[F:11])[C:4]([O:3][CH2:2][Cl:1])=[O:17]. Reaction conditions: time 21 hour. As a reaction SMILES: [C:1]([C:4]1[CH:10]=[C:9]([O:11][CH3:12])[C:8]([O:13][CH3:14])=[CH:7][C:5]=1[NH2:6])(=[O:3])[CH3:2].[O:15]1[CH:19]=[CH:18][CH:17]=[C:16]1[C:20](Cl)=[O:21]>>[O:15]1[CH:19]=[CH:18][CH:17]=[C:16]1[C:20]([NH:6][C:5]1[CH:7]=[C:8]([O:13][CH3:14])[C:9]([O:11][CH3:12])=[CH:10][C:4]=1[C:1](=[O:3])[CH3:2])=[O:21]. Isolated yield 99.0%. Reactants: C(C)(=O)C1=C(N)C=C(C(=C1)OC)OC (2-Acetyl-4,5-dimethoxyaniline), O1C(=CC=C1)C(=O)Cl (2-furoyl chloride), compound 95. Yields the product O1C(=CC=C1)C(=O)NC1=C(C=C(C(=C1)OC)OC)C(C)=O (N-(2-furoyl)-2-acetyl-4,5-dimethoxyaniline). Procedure details: 2-Acetyl-4,5-dimethoxyaniline (300 mg) and 2-furoyl chloride (260 mg) were reacted in the same manner as in the preparation of compound 95 to obtain N-(2-furoyl)-2-acetyl-4,5-dimethoxyaniline (440 mg). The compound (380 mg) and potassium t-butoxide (740 mg) were reacted in the same manner as in the preparation of compound 95 to obtain 6,7-dimethoxy-2-(2-furyl)-4(1H)-quinolone (compound 94, 30 mg). The reactants are COC(C1=CC(=C(C=C1)O)C(C)(C)C)=O (3-(1,1-dimethylethyl)-4-hydroxybenzoic acid methyl ester), BrCCCCCCCCCC (1-bromodecane), C([O-])([O-])=O.[K+].[K+] (potassium carbonate). Reagents/catalysts: [I-].[K+] (potassium iodide). The solvent is CC(CC)=O (2-butanone). Product: COC(C1=CC(=C(C=C1)OCCCCCCCCCC)C(C)(C)C)=O (4-(Decyloxy)-3-(1,1-dimethylethyl)benzoic acid methyl ester). The yield is 105.2%. RXN SMILES: [CH3:1][O:2][C:3](=[O:15])[C:4]1[CH:9]=[CH:8][C:7]([OH:10])=[C:6]([C:11]([CH3:14])([CH3:13])[CH3:12])[CH:5]=1.Br[CH2:17][CH2:18][CH2:19][CH2:20][CH2:21][CH2:22][CH2:23][CH2:24][CH2:25][CH3:26].C(=O)([O-])[O-].[K+].[K+]>[I-].[K+].CC(=O)CC>[CH3:1][O:2][C:3](=[O:15])[C:4]1[CH:9]=[CH:8][C:7]([O:10][CH2:17][CH2:18][CH2:19][CH2:20][CH2:21][CH2:22][CH2:23][CH2:24][CH2:25][CH3:26])=[C:6]([C:11]([CH3:12])([CH3:14])[CH3:13])[CH:5]=1 |f:2.3.4,5.6|. Procedure details: A mixture of 12.0 g of 3-(1,1-dimethylethyl)-4-hydroxybenzoic acid methyl ester, 11.15 g of 1-bromodecane, 9.95 g of potassium carbonate, 0.797 g of potassium iodide and 100 ml of 2-butanone is heated at reflux temperature for 40 hours. The reaction is cooled, filtered and the filtrate concentrated in vacuo. The residue is purified by chromatography (silica gel: 0-3% ethyl acetate/hexane) to give 18.49 g of the desired product as a light yellow oil. Reactants: S1C2=C(C=C1[C@@H](/C=C/[C@@H]1[C@H]([C@H](CC1=C)O)C\C=C/CCCC(=O)O)O[Si](C1=CC=CC=C1)(C1=CC=CC=C1)C(C)(C)C)C=CC=C2 ((Z)-7-((1R,2R,5S)-2-((R,E)-3-(benzo[b]thiophen-2-yl)-3-(tert-butyldiphenylsilyloxy)prop-1-enyl)-5-hydroxy-3-methylenecyclopentyl)hept-5-enoic acid), CC(=O)C.OS(=O)(=O)O.O=[Cr](=O)=O (Jones reagent). Solvent: CC(=O)C (acetone), C(C)(=O)OCC (ethyl acetate). Run at temperature -25 celsius. Yields the product S1C2=C(C=C1[C@@H](/C=C/[C@@H]1[C@H](C(C=C1C)=O)C\C=C/CCCC(=O)O)O[Si](C1=CC=CC=C1)(C1=CC=CC=C1)C(C)(C)C)C=CC=C2 ((Z)-7-((1R,2R)-2-((R,E)-3-(benzo[b]thiophen-2-yl)-3-(tert-butyldiphenylsilyloxy)prop-1-enyl)-3-methyl-5-oxocyclopent-3-enyl)hept-5-enoic acid). As a reaction SMILES: [S:1]1[C:5]([C@H:6]([O:25][Si:26]([C:39]([CH3:42])([CH3:41])[CH3:40])([C:33]2[CH:38]=[CH:37][CH:36]=[CH:35][CH:34]=2)[C:27]2[CH:32]=[CH:31][CH:30]=[CH:29][CH:28]=2)/[CH:7]=[CH:8]/[C@H:9]2[C:13](=[CH2:14])[CH2:12][C@H:11]([OH:15])[C@@H:10]2[CH2:16]/[CH:17]=[CH:18]\[CH2:19][CH2:20][CH2:21][C:22]([OH:24])=[O:23])=[CH:4][C:3]2[CH:43]=[CH:44][CH:45]=[CH:46][C:2]1=2.CC(C)=O.OS(O)(=O)=O.O=[Cr](=O)=O>CC(C)=O.C(OCC)(=O)C>[S:1]1[C:5]([C@H:6]([O:25][Si:26]([C:39]([CH3:41])([CH3:42])[CH3:40])([C:33]2[CH:38]=[CH:37][CH:36]=[CH:35][CH:34]=2)[C:27]2[CH:28]=[CH:29][CH:30]=[CH:31][CH:32]=2)/[CH:7]=[CH:8]/[C@H:9]2[C:13]([CH3:14])=[CH:12][C:11](=[O:15])[C@@H:10]2[CH2:16]/[CH:17]=[CH:18]\[CH2:19][CH2:20][CH2:21][C:22]([OH:24])=[O:23])=[CH:4][C:3]2[CH:43]=[CH:44][CH:45]=[CH:46][C:2]1=2 |f:1.2.3|. Procedure: (Z)-7-((1R,2R,5S)-2-((R,E)-3-(Benzo[b]thiophen-2-yl)-3-(tert-butyldiphenylsilyloxy)prop-1-enyl)-5-hydroxy-3-methylenecyclopentyl)hept-5-enoic acid (23a) is dissolved in acetone (0.1 M) and cooled to −25° C. Jones reagent (1 molar equivalent) is added dropwise with stirring. Upon completion, as judged by TLC, the reaction is quenched with isopropyl alcohol and the crude reaction mixture is diluted with ethyl acetate, washed three times with brine, and dried over magnesium sulfate. After filtratio...